Dataset: the Open Reaction Database (ORD), a public repository of structured organic reaction records. Task: describe an organic reaction: reactants, conditions, products, and yield Reactants: C=CC(=O)OC, CC#N, Cl[Cu]Cl, Cl, CC(C)(C)ON=O, Cc1nn(-c2cc(N)c(Cl)cc2Cl)c(=O)n1C(F)F. Yields the product COC(=O)C(Cl)Cc1cc(-n2nc(C)n(C(F)F)c2=O)c(Cl)cc1Cl. RXN SMILES: [C:1]([CH:2]=[CH2:3])(=[O:4])[O:5][CH3:6].[CH3:34][C:35]#[N:36].[Cl:37][Cu:38][Cl:39].[ClH:33].[N:7]([O:8][C:9]([CH3:10])([CH3:11])[CH3:12])=[O:13].[NH2:14][c:15]1[c:16]([Cl:32])[cH:17][c:18]([Cl:31])[c:19](-[n:21]2[n:22][c:23]([CH3:30])[n:24]([CH:27]([F:28])[F:29])[c:25]2=[O:26])[cH:20]1>>[C:1]([CH:2]([CH2:3][c:15]1[c:16]([Cl:32])[cH:17][c:18]([Cl:31])[c:19](-[n:21]2[n:22][c:23]([CH3:30])[n:24]([CH:27]([F:28])[F:29])[c:25]2=[O:26])[cH:20]1)[Cl:33])(=[O:4])[O:5][CH3:6]. The reactants are [Li]CCCC (n-BuLi), CCBr (CH3CH2Br), C(C)(C)NC(C)C (diisopropylamine), [NH4+].[Cl-] (NH4Cl), C(#N)[C@@H]([C@H]1CC[C@H]2[C@H](CCC[C@]12C)OC(C1=CC=CC=C1)=O)C (Benzoic acid(1R,3aR,4S,7aR)-1-((R)-cyano-methyl-methyl)-7a-methyl-octahydro-inden-4-yl ester). The solvent is CN(C)P(=O)(N(C)C)N(C)C (HMPA), C1CCOC1 (THF), C1CCOC1 (THF). Reaction conditions: temperature 0 celsius, time 20 minute. Product: C(#N)[C@](CC)(C)[C@H]1CC[C@H]2[C@H](CCC[C@]12C)OC(C1=CC=CC=C1)=O (Benzoic acid-(1S,3aR,4S,7aR)-1-((S)-1-cyano-1-methyl-propyl)-7a-methyl-octahydro-inden-4-yl ester). Reaction SMILES: [Li][CH2:2][CH2:3]CC.C(NC(C)C)(C)C.[C:13]([C@H:15]([CH3:35])[C@@H:16]1[C@:24]2([CH3:25])[C@H:19]([C@@H:20]([O:26][C:27](=[O:34])[C:28]3[CH:33]=[CH:32][CH:31]=[CH:30][CH:29]=3)[CH2:21][CH2:22][CH2:23]2)[CH2:18][CH2:17]1)#N.CCBr.[NH4+:39].[Cl-]>C1COCC1.CN(P(N(C)C)(N(C)C)=O)C>[C:13]([C@@:15]([C@@H:16]1[C@:24]2([CH3:25])[C@H:19]([C@@H:20]([O:26][C:27](=[O:34])[C:28]3[CH:33]=[CH:32][CH:31]=[CH:30][CH:29]=3)[CH2:21][CH2:22][CH2:23]2)[CH2:18][CH2:17]1)([CH3:35])[CH2:2][CH3:3])#[N:39] |f:4.5|. Reported procedure: n-BuLi (1.6 M in hexanes, 1.0 mL, 1.6 mmol) was added at 0° C. to the flask containing diisopropylamine (262 μL, 1.54 mmol) and THF (2 mL). The solution was stirred at 0° C. for 20 min., cooled to −78° C. and siphoned to the solution of 2 (430 mg, 1.31 mmol) in THF (1.5 mL). The resulted yellow mixture was stirred for 30 min, then HMPA (600 μL) was added and stirring was continued for another 15 min. Then CH3CH2Br (310 μL, 4.08 mmol) was added, and the solution was stirred at −78° C. for 40 min.... Reactants: C=Cc1cc(OC(C)=O)cc(OC(C)=O)c1, CC(=O)Oc1ccc(Cl)cc1, CCCCP(C12CC3CC(CC(C3)C1)C2)C12CC3CC(CC(C3)C1)C2, O=C(C=Cc1ccccc1)C=Cc1ccccc1, ClC(Cl)Cl, O=C(C=Cc1ccccc1)C=Cc1ccccc1, O=C(C=Cc1ccccc1)C=Cc1ccccc1, [K+], [K+], [K+], [K+], [K+], O=P([O-])([O-])OP(=O)([O-])OP(=O)([O-])[O-], [Pd], [Pd]. The product is CC(=O)Oc1ccc(C=Cc2cc(OC(C)=O)cc(OC(C)=O)c2)cc1. Reaction SMILES: [C:12]([CH3:13])(=[O:14])[O:15][c:16]1[cH:17][c:18]([CH:19]=[CH2:20])[cH:21][c:22]([O:24][C:25]([CH3:26])=[O:27])[cH:23]1.[C:1]([CH3:2])(=[O:3])[O:4][c:5]1[cH:6][cH:7][c:8]([Cl:11])[cH:9][cH:10]1.[C:46]12([P:47]([C:48]34[CH2:49][CH:50]5[CH2:51][CH:52]([CH2:53][CH:54]([CH2:55]5)[CH2:56]3)[CH2:57]4)[CH2:58][CH2:59][CH2:60][CH3:61])[CH2:62][CH:63]3[CH2:64][CH:65]([CH2:66][CH:67]([CH2:68]3)[CH2:69]1)[CH2:70]2.[CH:113](=[CH:114][C:115]([CH:116]=[CH:117][c:118]1[cH:119][cH:120][cH:121][cH:122][cH:123]1)=[O:124])[c:125]1[cH:126][cH:127][cH:128][cH:129][cH:130]1.[CH:71]([Cl:72])([Cl:73])[Cl:74].[CH:77](=[CH:78][C:79]([CH:80]=[CH:81][c:82]1[cH:83][cH:84][cH:85][cH:86][cH:87]1)=[O:88])[c:89]1[cH:90][cH:91][cH:92][cH:93][cH:94]1.[CH:95](=[CH:96][C:97]([CH:98]=[CH:99][c:100]1[cH:101][cH:102][cH:103][cH:104][cH:105]1)=[O:106])[c:107]1[cH:108][cH:109][cH:110][cH:111][cH:112]1.[K+:41].[K+:42].[K+:43].[K+:44].[K+:45].[O-:28][P:29]([O:30][P:31]([O:32][P:33]([O-:34])([O-:35])=[O:36])([O-:37])=[O:38])(=[O:39])[O-:40].[Pd:75].[Pd:76]>>[C:1]([CH3:2])(=[O:3])[O:4][c:5]1[cH:6][cH:7][c:8]([CH:20]=[CH:19][c:18]2[cH:17][c:16]([O:15][C:12]([CH3:13])=[O:14])[cH:23][c:22]([O:24][C:25]([CH3:26])=[O:27])[cH:21]2)[cH:9][cH:10]1. Reactants: S(=O)(Cl)Cl (Thionyl chloride), FC(C1=CC=C(/C=C/C(=O)O)C=C1)(F)F (4-trifluoromethyl-E-cinnamic acid), N1=CC=CC=C1 (pyridine). Solvent: C(Cl)Cl (CH2Cl2). Reaction conditions: temperature 0 celsius, time 1 hour. Product: FC(C1=CC=C(/C=C/C(=O)Cl)C=C1)(F)F (Trans-4-Trifluoromethylcinnamoyl Chloride). Reaction SMILES: S(Cl)([Cl:3])=O.[F:5][C:6]([F:19])([F:18])[C:7]1[CH:17]=[CH:16][C:10](/[CH:11]=[CH:12]/[C:13](O)=[O:14])=[CH:9][CH:8]=1.N1C=CC=CC=1>C(Cl)Cl>[F:5][C:6]([F:19])([F:18])[C:7]1[CH:17]=[CH:16][C:10](/[CH:11]=[CH:12]/[C:13]([Cl:3])=[O:14])=[CH:9][CH:8]=1. Procedure details: Thionyl chloride (335 ml, 4.6 mmol) was added at 0° C. to 4-trifluoromethyl-E-cinnamic acid (1 g, 4.6 mmol) and pyridine (375 ml, 4.6 mmol) in dry CH2Cl2. The mixture was then stirred for 1 h without cooling, again cooled to 0° C. and filtered with the exclusion of moisture. The filtrate (10 ml) contained the title compound and was used in aliquots for the next reaction step. The reactants are C(CCCCCCCCCCCCCCC)OCC(COCCCCCCCCCCCCCCCC)N (1,3-di(n-hexadecyloxy)-2-aminopropane), C(C=C)#N (acrylonitrile), [OH-].[Na+] (sodium hydroxide), [OH-].C(CCC)[N+](CCCC)(CCCC)CCCC (Tetrabutyl ammonium hydroxide), C(C=C)#N (acrylonitrile), [OH-].[Na+] (sodium hydroxide). Run at temperature 60 celsius, time 15 minute. The product is C(CCCCCCCCCCCCCCC)OCC(COCCCCCCCCCCCCCCCC)NCCC#N (1,3-Di(n-hexadecyloxy)-2-(2-cyanoethylamino)propane). Yield: 36.0%. Reaction SMILES: [CH2:1]([O:17][CH2:18][CH:19]([NH2:38])[CH2:20][O:21][CH2:22][CH2:23][CH2:24][CH2:25][CH2:26][CH2:27][CH2:28][CH2:29][CH2:30][CH2:31][CH2:32][CH2:33][CH2:34][CH2:35][CH2:36][CH3:37])[CH2:2][CH2:3][CH2:4][CH2:5][CH2:6][CH2:7][CH2:8][CH2:9][CH2:10][CH2:11][CH2:12][CH2:13][CH2:14][CH2:15][CH3:16].[C:39](#[N:42])[CH:40]=[CH2:41].[OH-].[Na+].[OH-].C([N+](CCCC)(CCCC)CCCC)CCC>>[CH2:1]([O:17][CH2:18][CH:19]([NH:38][CH2:41][CH2:40][C:39]#[N:42])[CH2:20][O:21][CH2:22][CH2:23][CH2:24][CH2:25][CH2:26][CH2:27][CH2:28][CH2:29][CH2:30][CH2:31][CH2:32][CH2:33][CH2:34][CH2:35][CH2:36][CH3:37])[CH2:2][CH2:3][CH2:4][CH2:5][CH2:6][CH2:7][CH2:8][CH2:9][CH2:10][CH2:11][CH2:12][CH2:13][CH2:14][CH2:15][CH3:16] |f:2.3,4.5|. Reported procedure: A mixture of 1,3-di(n-hexadecyloxy)-2-aminopropane (500 mg., 0.93 mmoles), acrylonitrile (75 ml.) and 2 wt. % aqueous sodium hydroxide solution (75 ml.) was heated to 60° C. Tetrabutyl ammonium hydroxide (1 ml. of 40 wt. % aqueous solution) was then added and the resulting mixture stirred for 15 minutes at 90° C. The reaction mixture was then cooled, causing precipitation of solids, which were isolated by filtration and found (TLC) to contain a large quantity of unreacted starting material. Usin... Reactants: COC(CCC1=NN(C(=C1)C)CC1=C(C=CC(=C1)Br)OCC(CC)CC)=O (3-{1-[5-Bromo-2-(2-ethyl-butoxy)-benzyl]-5-methyl-1H-pyrazol-3-yl}-propionic acid methyl ester), [Zn](C)C (Zn(CH3)2). Reagents/catalysts: C1=CC=C(C=C1)P([C-]2C=CC=C2)C3=CC=CC=C3.C1=CC=C(C=C1)P([C-]2C=CC=C2)C3=CC=CC=C3.Cl[Pd]Cl.[Fe+2] (Pd(dppf)Cl2). Solvent: O1CCOCC1 (1,4-dioxane). Conditions: temperature 105 celsius. Product: C(C)C(COC1=C(CN2N=C(C=C2C)CCC(=O)O)C=C(C=C1)C)CC (3-{1-[2-(2-Ethyl-butoxy)-5-methyl-benzyl]-5-methyl-1H-pyrazol-3-yl}-propionic acid). Reaction SMILES: C[O:2][C:3](=[O:27])[CH2:4][CH2:5][C:6]1[CH:10]=[C:9]([CH3:11])[N:8]([CH2:12][C:13]2[CH:18]=[C:17](Br)[CH:16]=[CH:15][C:14]=2[O:20][CH2:21][CH:22]([CH2:25][CH3:26])[CH2:23][CH3:24])[N:7]=1.[Zn](C)[CH3:29]>O1CCOCC1.C1C=CC(P(C2C=CC=CC=2)[C-]2C=CC=C2)=CC=1.C1C=CC(P(C2C=CC=CC=2)[C-]2C=CC=C2)=CC=1.Cl[Pd]Cl.[Fe+2]>[CH2:23]([CH:22]([CH2:25][CH3:26])[CH2:21][O:20][C:14]1[CH:15]=[CH:16][C:17]([CH3:29])=[CH:18][C:13]=1[CH2:12][N:8]1[C:9]([CH3:11])=[CH:10][C:6]([CH2:5][CH2:4][C:3]([OH:2])=[O:27])=[N:7]1)[CH3:24] |f:3.4.5.6|. Reported procedure: A mixture of 3-{1-[5-Bromo-2-(2-ethyl-butoxy)-benzyl]-5-methyl-1H-pyrazol-3-yl}-propionic acid methyl ester (0.1363 g, 0.31 mmol), Pd(dppf)Cl2 (0.00506 g, 0.00621 mmol), Zn(CH3)2 (0.31 mlg, 0.62 mmol in 1,4-dioxane (0.93 ml) heated at 105° C. under a N2 atmosphere for 1 h 50 min. The mixture was cooled to RT, quenched with MeOH (0.2 ml) and partitioned between 1M HCl and EtOAc. The organic layer was washed with brine, dried (MgSO4) and evaporated to dryness. The residue was converted to the titl...